Dataset: the Open Reaction Database (ORD), a public repository of structured organic reaction records. Task: describe an organic reaction: reactants, conditions, products, and yield Procedure: Methyl (R,S)-4-[4'-(3"-hydroxy-1"-methylbutoxy)-phenyl]benzoate, which had been obtained from methyl 4(4'-hydroxyphenyl)benzoate and monotosylate of (R,R)-2,4-pentadiol, was chlorinated and hydrolyzed. 0.5 g of the (S,S)-4-[4'-(3"-chloro-1"-methylbutoxy)phenyl]-benzoic acid thus obtained, 0.19 g of 4-cyanophenol, 0.04 g of 4-pyrrolidinopyridine, 0.34 g of dicycylohexylcarbodiimide and 6 ml of methylene chloride were stirred at room temperature for five hours. The dicyclohexyl urea thus precipita... Run in C(Cl)Cl (methylene chloride). As a reaction SMILES: [Cl:1][C@@H:2]([CH3:22])[CH2:3][C@H:4]([CH3:21])[O:5][C:6]1[CH:11]=[CH:10][C:9]([C:12]2[CH:20]=[CH:19][C:15]([C:16]([OH:18])=[O:17])=[CH:14][CH:13]=2)=[CH:8][CH:7]=1.[C:23]([C:25]1[CH:30]=[CH:29][C:28](O)=[CH:27][CH:26]=1)#[N:24].N1(C2C=CN=CC=2)CCCC1>C(Cl)Cl>[C:23]([C:25]1[CH:30]=[CH:29][C:28]([O:17][C:16](=[O:18])[C:15]2[CH:19]=[CH:20][C:12]([C:9]3[CH:8]=[CH:7][C:6]([O:5][C@@H:4]([CH3:21])[CH2:3][C@@H:2]([Cl:1])[CH3:22])=[CH:11][CH:10]=3)=[CH:13][CH:14]=2)=[CH:27][CH:26]=1)#[N:24]. Yields the product C(#N)C1=CC=C(C=C1)OC(C1=CC=C(C=C1)C1=CC=C(C=C1)O[C@H](C[C@H](C)Cl)C)=O ((S,S)-4-[4'-(3"-CHLORO-1"-METHYLBUTOXY)PHENYL]BENZOIC ACID-4-CYANOPHENYL ESTER). Isolated yield 60.7%. The reactants are C(#N)C1=CC=C(C=C1)O (4-cyanophenol), N1(CCCC1)C1=CC=NC=C1 (4-pyrrolidinopyridine), Cl[C@H](C[C@@H](OC1=CC=C(C=C1)C1=CC=C(C(=O)O)C=C1)C)C ((S,S)-4-[4'-(3"-chloro-1"-methylbutoxy)phenyl]-benzoic acid). Starting materials: [F-].[Cs+] (Cesium fluoride), FC=1C(=CC(=C(C1)O)I)C(F)(F)F (5-fluoro-2-iodo-4-(trifluoromethyl)phenol), C(CCC)[Sn](C1=CN=NC=C1)(CCCC)CCCC (4-(tributylstannyl)pyridazine). Reagents/catalysts: C=1C=CC(=CC1)[P](C=2C=CC=CC2)(C=3C=CC=CC3)[Pd]([P](C=4C=CC=CC4)(C=5C=CC=CC5)C=6C=CC=CC6)([P](C=7C=CC=CC7)(C=8C=CC=CC8)C=9C=CC=CC9)[P](C=1C=CC=CC1)(C=1C=CC=CC1)C=1C=CC=CC1 (tetrakis(triphenylphosphine)palladium(0)), [Cu]I (copper(I) iodide). The solvent is C(C)(=O)OCC (ethyl acetate), O (water), CN(C=O)C (N,N-dimethylformamide). Run at temperature 45 celsius, time 1.5 hour. Product: FC=1C(=CC(=C(C1)O)C1=CN=NC=C1)C(F)(F)F (5-Fluoro-2-pyridazin-4-yl-4-(trifluoromethyl)phenol). The yield is 62.5%. As a reaction SMILES: [F-].[Cs+].[F:3][C:4]1[C:5]([C:12]([F:15])([F:14])[F:13])=[CH:6][C:7](I)=[C:8]([OH:10])[CH:9]=1.C([Sn](CCCC)(CCCC)[C:21]1[CH:26]=[CH:25][N:24]=[N:23][CH:22]=1)CCC>CN(C)C=O.C(OCC)(=O)C.O.C1C=CC([P]([Pd]([P](C2C=CC=CC=2)(C2C=CC=CC=2)C2C=CC=CC=2)([P](C2C=CC=CC=2)(C2C=CC=CC=2)C2C=CC=CC=2)[P](C2C=CC=CC=2)(C2C=CC=CC=2)C2C=CC=CC=2)(C2C=CC=CC=2)C2C=CC=CC=2)=CC=1.[Cu]I>[F:3][C:4]1[C:5]([C:12]([F:15])([F:14])[F:13])=[CH:6][C:7]([C:21]2[CH:26]=[CH:25][N:24]=[N:23][CH:22]=2)=[C:8]([OH:10])[CH:9]=1 |f:0.1,^1:50,52,71,90|. Procedure: Cesium fluoride (570 mg, 3.8 mmol), tetrakis(triphenylphosphine)palladium(0) (220 mg, 0.19 mmol), and copper(I) iodide (72 mg, 0.38 mmol) were added to a solution of 5-fluoro-2-iodo-4-(trifluoromethyl)phenol (Preparation 8, 579 mg, 1.89 mmol) and 4-(tributylstannyl)pyridazine (770 mg, 2.1 mmol) in N,N-dimethylformamide (4 mL). The reaction mixture was heated at 45° C. under an atmosphere of argon. After 1.5 hours, the reaction mixture was cooled to ambient temperature, diluted with ethyl acetate... The reactants are Cc1ccc(F)cc1C(=O)O, NCc1ccccc1C(F)(F)F. Reagents/catalysts: CCN=C=NCCCN(C)C.Cl (EDC-HCl), CC1=NC(=CC=C1)C (2,6-Lutidine), C1=CC=C2C(=C1)N=NN2O (HOBt). Solvent: CN(C)C=O (DMF), CN(C)C=O (DMF), CN(C)C=O (DMF), CN(C)C=O (DMF), CN(C)C=O (DMF), CN(C)C=O (DMF). Reaction conditions: temperature 25 celsius, time 2 hour. The product is Cc1ccc(F)cc1C(=O)NCc1ccccc1C(F)(F)F. Isolated yield 70.3%. RXN SMILES: NCc1ccccc1C(F)(F)F.Cc1ccc(F)cc1C(=O)O.CCN=C=NCCCN(C)C.Cl.C1=CC=C2C(=C1)N=NN2O.CC1=NC(=CC=C1)C.CN(C)C=O>>Cc1ccc(F)cc1C(=O)NCc1ccccc1C(F)(F)F. The product is C(=O)(OC(C)(C)C)N([C@@H](C)C(=O)O)C1=CC=C(C=C1)N (Nα -Boc-4-aminophenyl-L-alanine). Reported procedure: The reaction described above for Nα -Boc-4-aminophenyl-D-alanine was repeated for the L-isomer. About 153 grams of Nα -Boc-4-nitrophenyl-L-alanine was reacted as described above and resulted in about 134 grams of Nα -Boc-4-aminophenyl-L-alanine (about 96% yield) [α]D =+23.6° (c=1.0 in MeOH). Run in CO (MeOH). The yield is 96.0%. As a reaction SMILES: [C:1]([N:8]([C:14]1[CH:19]=[CH:18][C:17]([NH2:20])=[CH:16][CH:15]=1)[C@@H:9]([C:11]([OH:13])=[O:12])[CH3:10])([O:3][C:4]([CH3:7])([CH3:6])[CH3:5])=[O:2].C(N(C1C=CC([N+]([O-])=O)=CC=1)[C@H](C(O)=O)C)(OC(C)(C)C)=O>CO>[C:1]([N:8]([C:14]1[CH:19]=[CH:18][C:17]([NH2:20])=[CH:16][CH:15]=1)[C@H:9]([C:11]([OH:13])=[O:12])[CH3:10])([O:3][C:4]([CH3:7])([CH3:5])[CH3:6])=[O:2]. Reactants: C(=O)(OC(C)(C)C)N([C@H](C)C(=O)O)C1=CC=C(C=C1)N (Nα -Boc-4-aminophenyl-D-alanine), C(=O)(OC(C)(C)C)N([C@@H](C)C(=O)O)C1=CC=C(C=C1)[N+](=O)[O-] (Nα -Boc-4-nitrophenyl-L-alanine).